This data is from the Open Reaction Database (ORD), a public repository of structured organic reaction records. The task is: describe an organic reaction: reactants, conditions, products, and yield Starting materials: O.C(C=O)(=O)O (Glyoxilic acid monohydrate), C(C)(C)(C)OC(=O)NC1=C(C=C(C=C1)C=1SC=CC1)NC(=O)C1=CC=C(C=C1)B(O)O ([4-({[2-[(tert-butoxycarbonyl)amino]-5-(2-thienyl)phenyl]amino}carbonyl)phenyl]boronic acid), C(C(F)(F)F)(C(F)(F)F)O (HFIP), N1CCCC1 (pyrrolidine). Solvent: C(Cl)Cl (DCM). Run at time 8 hour. Yields the product C(C)(C)(C)OC(=O)NC1=C(C=C(C=C1)C=1SC=CC1)NC(=O)C1=CC=C(C=C1)C(C(=O)O)N1CCCC1 ([4-({[2-[(tert-butoxycarbonyl)amino]-5-(2-thienyl)phenyl]amino}carbonyl)phenyl](pyrrolidin-1-yl)acetic acid). As a reaction SMILES: O.[C:2]([OH:6])(=[O:5])[CH:3]=O.C(O)(C(F)(F)F)C(F)(F)F.[NH:17]1[CH2:21][CH2:20][CH2:19][CH2:18]1.[C:22]([O:26][C:27]([NH:29][C:30]1[CH:35]=[CH:34][C:33]([C:36]2[S:37][CH:38]=[CH:39][CH:40]=2)=[CH:32][C:31]=1[NH:41][C:42]([C:44]1[CH:49]=[CH:48][C:47](B(O)O)=[CH:46][CH:45]=1)=[O:43])=[O:28])([CH3:25])([CH3:24])[CH3:23]>C(Cl)Cl>[C:22]([O:26][C:27]([NH:29][C:30]1[CH:35]=[CH:34][C:33]([C:36]2[S:37][CH:38]=[CH:39][CH:40]=2)=[CH:32][C:31]=1[NH:41][C:42]([C:44]1[CH:49]=[CH:48][C:47]([CH:3]([N:17]2[CH2:21][CH2:20][CH2:19][CH2:18]2)[C:2]([OH:6])=[O:5])=[CH:46][CH:45]=1)=[O:43])=[O:28])([CH3:25])([CH3:23])[CH3:24] |f:0.1|. Procedure: Glyoxilic acid monohydrate (0.042 g, 0.456 mmol) was suspended in DCM (2.1 mL)/HFIP (0.2 mL) and pyrrolidine (0.038 mL, 0.456 mmol) and [4-({[2-[(tert-butoxycarbonyl)amino]-5-(2-thienyl)phenyl]amino}carbonyl)phenyl]boronic acid (0.2 g, 0.456 mmol) were added. The reaction was stirred at room temperature overnight. The mixture was transferred to a microwave vial and heated to 120° C. for 30 minutes in the microwave. The solvent was removed in vacuo and the residue triturated in methanol to give t... Yields the product O=S(=O)(c1ccc2c(c1)CCNCC2)N1CCOCC1. RXN SMILES: [C:1](=[O:2])([CH3:3])[N:4]1[CH2:5][CH2:6][c:7]2[c:8]([cH:11][cH:12][c:13]([S:15](=[O:16])(=[O:17])[N:18]3[CH2:19][CH2:20][O:21][CH2:22][CH2:23]3)[cH:14]2)[CH2:9][CH2:10]1.[C:24](=[O:25])([O-:26])[O-:27].[ClH:30].[K+:28].[K+:29]>>[NH:4]1[CH2:5][CH2:6][c:7]2[c:8]([cH:11][cH:12][c:13]([S:15](=[O:16])(=[O:17])[N:18]3[CH2:19][CH2:20][O:21][CH2:22][CH2:23]3)[cH:14]2)[CH2:9][CH2:10]1. Starting materials: CC(=O)N1CCc2ccc(S(=O)(=O)N3CCOCC3)cc2CC1, O=C([O-])[O-], Cl, [K+], [K+]. Starting materials: CC1CCCC(C)N1, CN(C)C=O, O=C1c2c(Cl)cccc2-n2cnc(-c3noc(CCl)n3)c2C2CCN12. The product is CC1CCCC(C)N1Cc1nc(-c2ncn3c2C2CCN2C(=O)c2c(Cl)cccc2-3)no1. RXN SMILES: [CH3:26][CH:27]1[NH:28][CH:29]([CH3:33])[CH2:30][CH2:31][CH2:32]1.[CH3:34][N:35]([CH3:36])[CH:37]=[O:38].[Cl:1][c:2]1[cH:3][cH:4][cH:5][c:6]2[c:7]1[C:8](=[O:25])[N:9]1[CH:10]([c:11]3[n:12]-2[cH:13][n:14][c:15]3-[c:16]2[n:17][o:18][c:19]([CH2:21][Cl:22])[n:20]2)[CH2:23][CH2:24]1>>[Cl:1][c:2]1[cH:3][cH:4][cH:5][c:6]2[c:7]1[C:8](=[O:25])[N:9]1[CH:10]([c:11]3[n:12]-2[cH:13][n:14][c:15]3-[c:16]2[n:17][o:18][c:19]([CH2:21][N:28]3[CH:27]([CH3:26])[CH2:32][CH2:31][CH2:30][CH:29]3[CH3:33])[n:20]2)[CH2:23][CH2:24]1. Reactants: CS(C)=O, CC1(O)CCN(c2nc(Cl)nc(Cl)c2F)C1, NN, O. Yields the product CC1(O)CCN(c2nc(Cl)nc(NN)c2F)C1. As a reaction SMILES: [CH3:20][S:21]([CH3:22])=[O:23].[Cl:1][c:2]1[n:3][c:4]([Cl:16])[c:5]([F:15])[c:6]([N:8]2[CH2:9][C:10]([OH:13])([CH3:14])[CH2:11][CH2:12]2)[n:7]1.[NH2:18][NH2:19].[OH2:17]>>[Cl:1][c:2]1[n:3][c:4]([NH:18][NH2:19])[c:5]([F:15])[c:6]([N:8]2[CH2:9][C:10]([OH:13])([CH3:14])[CH2:11][CH2:12]2)[n:7]1. Starting materials: COC(=O)C(NC(=O)N(C)Cc1coc(C(C)C)n1)C(C)C, C1COCCO1, O. The product is CC(C)c1nc(CN(C)C(=O)NC(C(=O)O)C(C)C)co1. Reaction SMILES: [CH3:1][O:2][C:3]([CH:4]([NH:5][C:6](=[O:7])[N:8]([CH2:9][c:10]1[n:11][c:12]([CH:15]([CH3:16])[CH3:17])[o:13][cH:14]1)[CH3:18])[CH:19]([CH3:20])[CH3:21])=[O:22].[O:23]1[CH2:24][CH2:25][O:26][CH2:27][CH2:28]1.[OH2:29]>>[O:2]=[C:3]([CH:4]([NH:5][C:6](=[O:7])[N:8]([CH2:9][c:10]1[n:11][c:12]([CH:15]([CH3:16])[CH3:17])[o:13][cH:14]1)[CH3:18])[CH:19]([CH3:20])[CH3:21])[OH:22]. The reactants are BrC=1C=C(SC1)C (4-bromo-2-methylthiophene), C([O-])([O-])=O.[Cs+].[Cs+] (cesium carbonate), C(C#C)OC1OCCCC1 (2-(2-propynyloxy)tetrahydropyran), C1(CCCCC1)P(C1=C(C=CC=C1)C1=C(C=C(C=C1C(C)C)C(C)C)C(C)C)C1CCCCC1 (2-dicyclohexylphosphino-2′,4′,6′-triisopropylbiphenyl). The reagents and catalysts are CC#N.CC#N.Cl[Pd]Cl (bis(acetonitrile)palladium(II) dichloride). Solvent: [Cl-].[Na+].O (brine), C(C)#N (acetonitrile). Reaction conditions: temperature 90 celsius, time 11 hour. Yields the product CC=1SC=C(C1)C#CCOC1OCCCC1 (1-(2-methylthiophen-4-yl)-3-(tetrahydro-2H-pyran-2-yloxy)-1-propyne). As a reaction SMILES: Br[C:2]1[CH:3]=[C:4]([CH3:7])[S:5][CH:6]=1.C(=O)([O-])[O-].[Cs+].[Cs+].[CH2:14]([O:17][CH:18]1[CH2:23][CH2:22][CH2:21][CH2:20][O:19]1)[C:15]#[CH:16].C1(P(C2CCCCC2)C2C=CC=CC=2C2C(C(C)C)=CC(C(C)C)=CC=2C(C)C)CCCCC1>[Cl-].[Na+].O.CC#N.CC#N.Cl[Pd]Cl.C(#N)C>[CH3:7][C:4]1[S:5][CH:6]=[C:2]([C:16]#[C:15][CH2:14][O:17][CH:18]2[CH2:23][CH2:22][CH2:21][CH2:20][O:19]2)[CH:3]=1 |f:1.2.3,6.7.8,9.10.11|. Procedure details: A mixture of 4-bromo-2-methylthiophene(5.00 g), cesium carbonate (23.9 g), 2-(2-propynyloxy)tetrahydropyran (5.96 ml), 2-dicyclohexylphosphino-2′,4′,6′-triisopropylbiphenyl (806 mg), bis(acetonitrile)palladium(II) dichloride (147 mg) and acetonitrile (90 ml) was stirred at 90° C. for 11 hr. The reaction mixture was added to brine, and the mixture was extracted with ethyl acetate, washed with saturated brine, and dried over anhydrous magnesium sulfate. The solvent was evaporated under reduced pre...